This data is from the Open Reaction Database (ORD), a public repository of structured organic reaction records. The task is: describe an organic reaction: reactants, conditions, products, and yield Reactants: [H-].[Na+] (NaH), crude product, ClC1=NC=CN=C1Cl (2,3-dichloropyrazine), OCCOC1=CC=CC2=C1N=C(O2)N (4-(2-Hydroxyethoxy)-2-amino-1,3-benzoxazol). Yields the product ClC=1C(=NC=CN1)OCCOC1=CC=CC2=C1N=C(O2)N (4-{2-[(3-Chloro-2-pyrazinyl)oxy]ethoxy}-1,3-benzoxazol-2-amine). RXN SMILES: [H-].[Na+].Cl[C:4]1[C:9]([Cl:10])=[N:8][CH:7]=[CH:6][N:5]=1.[OH:11][CH2:12][CH2:13][O:14][C:15]1[C:20]2[N:21]=[C:22]([NH2:24])[O:23][C:19]=2[CH:18]=[CH:17][CH:16]=1>>[Cl:10][C:9]1[C:4]([O:11][CH2:12][CH2:13][O:14][C:15]2[C:20]3[N:21]=[C:22]([NH2:24])[O:23][C:19]=3[CH:18]=[CH:17][CH:16]=2)=[N:5][CH:6]=[CH:7][N:8]=1 |f:0.1|. Reported procedure: The title compound was prepared according to the procedure of Example 4, Step 1, except that 4 equiv of both NaH and 2,3-dichloropyrazine were used, starting from the product of Step 1 The reaction temperature was 90° C. The crude product was used directly in the next step. The solvent is C(C)O (ethanol). Product: NCCC1=C(C=C(C=C1)O)OCOC (4-(2-aminoethyl)-3-methoxymethoxyphenol). The reagents and catalysts are [Pd] (palladium on carbon). Reaction conditions: time 1 hour. Starting materials: C(C1=CC=CC=C1)OC1=CC(=C(C=C1)CCN)OCOC (2-(4-benzyloxy-2-methoxymethoxyphenyl)ethylamine). Reported procedure: A mixture of 18.00 g of 2-(4-benzyloxy-2-methoxymethoxyphenyl)ethylamine, 3.6 g of 10% palladium on carbon (Degussa Inc.: E101 NE/W) and 230 mL of ethanol was stirred under a hydrogen atmosphere at room temperature for 1 hour. After the catalyst was filtered off through a diatomaceous earth, the filtrate was concentrated under reduced pressure to give 12.65 g of 4-(2-aminoethyl)-3-methoxymethoxyphenol as a colorless solid. RXN SMILES: C([O:8][C:9]1[CH:14]=[CH:13][C:12]([CH2:15][CH2:16][NH2:17])=[C:11]([O:18][CH2:19][O:20][CH3:21])[CH:10]=1)C1C=CC=CC=1>[Pd].C(O)C>[NH2:17][CH2:16][CH2:15][C:12]1[CH:13]=[CH:14][C:9]([OH:8])=[CH:10][C:11]=1[O:18][CH2:19][O:20][CH3:21]. Yield: 102.4%. Starting materials: [Cl-].[Al+3].[Cl-].[Cl-] (aluminum chloride), Cl (hydrochloric acid), C(#N)C=1C=CC2=C(S(C3=C(CC2)C=CC=C3)(=O)=O)C1 (3-cyano-10,11-dihydrodibenzo[b,f]thiepin-5,5-dioxide), [N-]=[N+]=[N-].[Na+] (sodium azide). Solvent: O1CCCC1 (tetrahydrofuran). Yields the product N1N=NN=C1C=1C=CC2=C(S(C3=C(CC2)C=CC=C3)(=O)=O)C1 (10,11-Dihydro-3-(5-tetrazolyl)dibenzo[b,f]thiepin 5,5-dioxide). Reaction SMILES: [Cl-].[Al+3].[Cl-].[Cl-].[C:5]([C:7]1[CH:8]=[CH:9][C:10]2[CH2:16][CH2:15][C:14]3[CH:17]=[CH:18][CH:19]=[CH:20][C:13]=3[S:12](=[O:22])(=[O:21])[C:11]=2[CH:23]=1)#[N:6].[N-:24]=[N+:25]=[N-:26].[Na+].Cl>O1CCCC1>[NH:24]1[C:5]([C:7]2[CH:8]=[CH:9][C:10]3[CH2:16][CH2:15][C:14]4[CH:17]=[CH:18][CH:19]=[CH:20][C:13]=4[S:12](=[O:21])(=[O:22])[C:11]=3[CH:23]=2)=[N:6][N:26]=[N:25]1 |f:0.1.2.3,5.6|. Procedure details: To 9 cc. tetrahydrofuran, cooled in an ice bath, is added in the following order 862 mg. aluminum chloride, 792 mg. 3-cyano-10,11-dihydrodibenzo[b,f]thiepin-5,5-dioxide, and 839 mg. sodium azide. The mixture is refluxed for six hours, cooled down, treated with 3 cc. 15% aqueous hydrochloric acid. The organic solvent is decanted and the residue triturated several times with ethyl acetate. The combined organic phases are washed with water, then extracted with aqueous sodium bicarbonate solution. T... The reactants are COC(=O)CC1CCC(O)CC1, [H-], CI, [Na+], CN(C)C=O. Product: COC(=O)CC1CCC(OC)CC1. RXN SMILES: [CH3:1][O:2][C:3]([CH2:4][CH:5]1[CH2:6][CH2:7][CH:8]([OH:11])[CH2:9][CH2:10]1)=[O:12].[H-:13].[I:15][CH3:16].[Na+:14].[O:17]=[CH:18][N:19]([CH3:20])[CH3:21]>>[CH3:1][O:2][C:3]([CH2:4][CH:5]1[CH2:6][CH2:7][CH:8]([O:11][CH3:16])[CH2:9][CH2:10]1)=[O:12]. Reactants: C(C1=CC=CC=C1)N1N=C(C(=C1)CO)OCC1=CC(=CC=C1)OCC=1N=C(OC1C)C1=CC=CC=C1 ({1-benzyl-3-({3-[(5-methyl-2-phenyl-1,3-oxazol-4-yl)methoxy]benzyl}oxy)-1H-pyrazol-4-yl}methanol). The reagents and catalysts are [O-2].[O-2].[Mn+4] (manganese dioxide). Solvent: O1CCCC1 (tetrahydrofuran). Run at time 15 hour. The product is C(C1=CC=CC=C1)N1N=C(C(=C1)C=O)OCC1=CC(=CC=C1)OCC=1N=C(OC1C)C1=CC=CC=C1 (1-benzyl-3-({3-[(5-methyl-2-phenyl-1,3-oxazol-4-yl)methoxy]benzyl}oxy)-1H-pyrazole-4-carbaldehyde). Isolated yield 80.3%. Reaction SMILES: [CH2:1]([N:8]1[CH:12]=[C:11]([CH2:13][OH:14])[C:10]([O:15][CH2:16][C:17]2[CH:22]=[CH:21][CH:20]=[C:19]([O:23][CH2:24][C:25]3[N:26]=[C:27]([C:31]4[CH:36]=[CH:35][CH:34]=[CH:33][CH:32]=4)[O:28][C:29]=3[CH3:30])[CH:18]=2)=[N:9]1)[C:2]1[CH:7]=[CH:6][CH:5]=[CH:4][CH:3]=1>[O-2].[O-2].[Mn+4].O1CCCC1>[CH2:1]([N:8]1[CH:12]=[C:11]([CH:13]=[O:14])[C:10]([O:15][CH2:16][C:17]2[CH:22]=[CH:21][CH:20]=[C:19]([O:23][CH2:24][C:25]3[N:26]=[C:27]([C:31]4[CH:32]=[CH:33][CH:34]=[CH:35][CH:36]=4)[O:28][C:29]=3[CH3:30])[CH:18]=2)=[N:9]1)[C:2]1[CH:7]=[CH:6][CH:5]=[CH:4][CH:3]=1 |f:1.2.3|. Reported procedure: A mixture of {1-benzyl-3-({3-[(5-methyl-2-phenyl-1,3-oxazol-4-yl)methoxy]benzyl}oxy)-1H-pyrazol-4-yl}methanol (0.70 g), activated manganese dioxide (2.0 g) and tetrahydrofuran (50 mL) was stirred at room temperature for 15 hrs. Manganese dioxide was removed by filtration, and the filtrate was concentrated. The obtained crystals were collected by filtration to give 1-benzyl-3-({3-[(5-methyl-2-phenyl-1,3-oxazol-4-yl)methoxy]benzyl}oxy)-1H-pyrazole-4-carbaldehyde (0.56 g, yield 78%). Recrystallizat... Reactants: N1=C(C=CC=C1)CNC(C1=CC=C(C=C1)OCCCCCCCCCCCCCC)=O (N-(2-Pyridinylmethyl)-4-(tetradecyloxy)benzamide), CI (methyl iodide). The product is [I-].C[N+]1=C(C=CC=C1)CNC(C1=CC=C(C=C1)OCCCCCCCCCCCCCC)=O (1-Methyl-2-[[[4-(tetradecyloxy)benzoyl]amino]methyl]pyridinium iodide). Reaction SMILES: [N:1]1[CH:6]=[CH:5][CH:4]=[CH:3][C:2]=1[CH2:7][NH:8][C:9](=[O:31])[C:10]1[CH:15]=[CH:14][C:13]([O:16][CH2:17][CH2:18][CH2:19][CH2:20][CH2:21][CH2:22][CH2:23][CH2:24][CH2:25][CH2:26][CH2:27][CH2:28][CH2:29][CH3:30])=[CH:12][CH:11]=1.[CH3:32][I:33]>>[I-:33].[CH3:32][N+:1]1[CH:6]=[CH:5][CH:4]=[CH:3][C:2]=1[CH2:7][NH:8][C:9](=[O:31])[C:10]1[CH:11]=[CH:12][C:13]([O:16][CH2:17][CH2:18][CH2:19][CH2:20][CH2:21][CH2:22][CH2:23][CH2:24][CH2:25][CH2:26][CH2:27][CH2:28][CH2:29][CH3:30])=[CH:14][CH:15]=1 |f:2.3|. Procedure: A mixture of 1.0 g of product from Example 4 and 7.33 ml of methyl iodide is heated, in a dark sealed tube, at 100°-120° C. for 22 hours. The cooled reaction mixture is concentrated in vacuo and recrystallized 2 times from methyl alcohol to give 1.15 g of the desired product as light yellow microneedles. Starting materials: CN(CC)C (dimethylethylamine), C1(CCC1)C(=O)N1C2=C(N3C(CC1)CN(CC3)CC3=CC=C(C=C3)F)N=CC=C2 (cyclobutyl[9-(4-fluorobenzyl)-7,7a,8,9,10,11-hexahydropyrazino[1,2-d]pyrido[3,2-b][1,4]diazepin-5(6H)-yl]methanone). The solvent is O1CCCC1 (tetrahydrofuran). Run at time 4 hour. Yields the product (NH4)2CO3, C1(CCC1)CN1C2=C(N3C(CC1)CN(CC3)CC3=CC=C(C=C3)F)N=CC=C2 (5-(cyclobutylmethyl)-9-(4-fluorobenzyl)-5,6,7,7a,8,9,10,11-octahydropyrazino[1,2-d]pyrido[3,2-b][1,4]diazepine). As a reaction SMILES: CN(C)CC.[CH:6]1([C:10]([N:12]2[CH2:18][CH2:17][CH:16]3[CH2:19][N:20]([CH2:23][C:24]4[CH:29]=[CH:28][C:27]([F:30])=[CH:26][CH:25]=4)[CH2:21][CH2:22][N:15]3[C:14]3[N:31]=[CH:32][CH:33]=[CH:34][C:13]2=3)=O)[CH2:9][CH2:8][CH2:7]1>O1CCCC1>[CH:6]1([CH2:10][N:12]2[CH2:18][CH2:17][CH:16]3[CH2:19][N:20]([CH2:23][C:24]4[CH:25]=[CH:26][C:27]([F:30])=[CH:28][CH:29]=4)[CH2:21][CH2:22][N:15]3[C:14]3[N:31]=[CH:32][CH:33]=[CH:34][C:13]2=3)[CH2:9][CH2:8][CH2:7]1. Procedure: A solution of alane-dimethylethylamine complex (0.5 M in toluene, 3.1 mL, 1.55 mmol) was added to a stirring solution of the product of Example 65A (122 mg, 0.31 mmol) in tetrahydrofuran (5.0 mL) at room temperature under nitrogen. The turbid solution was stirred at room temperature for 4 hours. The reaction was quenched by addition of methanol (1 mL), followed after 5 minutes by water (5 mL) and 25% NaOH (0.5 mL). The aqueous layer was separated and extracted with ethyl acetate (2×5 mL) and the... The yield is 96.0%. Product: O1N=C(CC12CCOCC2)C(=O)O (1,8-Dioxa-2-aza-spiro[4.5]dec-2-ene-3-carboxylic acid). Reported procedure: A solution of 1,8-dioxa-2-aza-spiro[4.5]dec-2-ene-3-carboxylic acid ethyl ester (3.00 g, 1.41 mmol, as prepared in the previous step) in MeOH (60 mL) and water (20 mL) was treated with LiOH (649 mg, 1.55 mmol) at rt for 2.5 h. MeOH was removed in vacuo. The resulting aqueous solution was acidified with 1 N aq HCl and extracted three times with EtOAc (100 mL, 100 mL, 50 mL). The combined organic extracts were dried over MgSO4 and concentrated in vacuo to afford the title compound (2.50 g, 96%) as... RXN SMILES: C([O:3][C:4]([C:6]1[CH2:10][C:9]2([CH2:15][CH2:14][O:13][CH2:12][CH2:11]2)[O:8][N:7]=1)=[O:5])C.O.[Li+].[OH-]>CO>[O:8]1[C:9]2([CH2:15][CH2:14][O:13][CH2:12][CH2:11]2)[CH2:10][C:6]([C:4]([OH:5])=[O:3])=[N:7]1 |f:2.3|. The solvent is CO (MeOH). The reactants are O (water), [Li+].[OH-] (LiOH), C(C)OC(=O)C1=NOC2(C1)CCOCC2 (1,8-dioxa-2-aza-spiro[4.5]dec-2-ene-3-carboxylic acid ethyl ester). The reactants are OO (hydrogen peroxide), BrC1=C(C=C(C=C1)SCCCCOC=1C=CC2=C(C(OC(N2)=O)(C)C)C1)C (6-[4-(4-bromo-3-methyl-phenylmercapto)-butoxy]-4,4-dimethyl-4H-3,1-benzoxazin-2-one), O (water). Solvent: C(C)(=O)O (acetic acid). Conditions: time 3 hour. Yields the product BrC1=C(C=C(C=C1)S(=O)CCCCOC=1C=CC2=C(C(OC(N2)=O)(C)C)C1)C (6-[4-(4-Bromo-3-methyl-phenylsulfinyl)-butoxy]-4,4-dimethyl-4H-3,1-benzoxazin-2-one). As a reaction SMILES: [Br:1][C:2]1[CH:7]=[CH:6][C:5]([S:8][CH2:9][CH2:10][CH2:11][CH2:12][O:13][C:14]2[CH:15]=[CH:16][C:17]3[NH:22][C:21](=[O:23])[O:20][C:19]([CH3:25])([CH3:24])[C:18]=3[CH:26]=2)=[CH:4][C:3]=1[CH3:27].[OH:28]O.O>C(O)(=O)C>[Br:1][C:2]1[CH:7]=[CH:6][C:5]([S:8]([CH2:9][CH2:10][CH2:11][CH2:12][O:13][C:14]2[CH:15]=[CH:16][C:17]3[NH:22][C:21](=[O:23])[O:20][C:19]([CH3:24])([CH3:25])[C:18]=3[CH:26]=2)=[O:28])=[CH:4][C:3]=1[CH3:27]. Reported procedure: An amount of 9.2 gm (0.02 mol) of 6-[4-(4-bromo-3-methyl-phenylmercapto)-butoxy]-4,4-dimethyl-4H-3,1-benzoxazin-2-one is dissolved in 100 ml of glacial acetic acid, and 2 ml (0.02 mol) of 30% hydrogen peroxide are added. The mixture is stirred for three hours at ambient temperature, poured onto 400 ml of water, and extracted three times with ethyl acetate. The organic phase is washed with water and dried with sodium sulfate, and the ethyl acetate is distilled off. The solid residue is recrystall... Reactants: C(#N)C1=CC=C(C=C1)C1C(=C(N(C(N1CC(=O)O)=O)C1=CC(=CC=C1)C(F)(F)F)C)C(=O)C1CC1 ([6-(4-Cyanophenyl)-5-(cyclopropylcarbonyl)-4-methyl-2-oxo-3-[3-(trifluoromethyl)phenyl]-3,6-dihydropyrimidin-1(2H)-yl]acetic acid), C1(CCCCC1)N=C=NC1CCCCC1 (1,3-dicyclohexylcarbodiimide), C(#N)C1=CC=C(C=C1)S(=O)(=O)N (4-cyanobenzene-1-sulfonamide). The reagents and catalysts are CN(C1=CC=NC=C1)C (4-dimethylaminopyridine). The solvent is ClCCl (dichloromethane). Conditions: time 48 hour. The product is C(#N)C1=CC=C(C=C1)C1C(=C(N(C(N1CC(=O)NS(=O)(=O)C1=CC=C(C=C1)C#N)=O)C1=CC(=CC=C1)C(F)(F)F)C)C(=O)C1CC1 (2-[6-(4-Cyanophenyl)-5-(cyclopropylcarbonyl)-4-methyl-2-oxo-3-[3-(trifluoromethyl)phenyl]-3,6-dihydropyrimidin-1(2H)-yl]-N-[(4-cyanophenyl)sulfonyl]acetamide). Reaction SMILES: [C:1]([C:3]1[CH:8]=[CH:7][C:6]([CH:9]2[N:14]([CH2:15][C:16](O)=[O:17])[C:13](=[O:19])[N:12]([C:20]3[CH:25]=[CH:24][CH:23]=[C:22]([C:26]([F:29])([F:28])[F:27])[CH:21]=3)[C:11]([CH3:30])=[C:10]2[C:31]([CH:33]2[CH2:35][CH2:34]2)=[O:32])=[CH:5][CH:4]=1)#[N:2].C1(N=C=NC2CCCCC2)CCCCC1.[C:51]([C:53]1[CH:58]=[CH:57][C:56]([S:59]([NH2:62])(=[O:61])=[O:60])=[CH:55][CH:54]=1)#[N:52]>CN(C)C1C=CN=CC=1.ClCCl>[C:1]([C:3]1[CH:8]=[CH:7][C:6]([CH:9]2[N:14]([CH2:15][C:16]([NH:62][S:59]([C:56]3[CH:55]=[CH:54][C:53]([C:51]#[N:52])=[CH:58][CH:57]=3)(=[O:60])=[O:61])=[O:17])[C:13](=[O:19])[N:12]([C:20]3[CH:25]=[CH:24][CH:23]=[C:22]([C:26]([F:28])([F:27])[F:29])[CH:21]=3)[C:11]([CH3:30])=[C:10]2[C:31]([CH:33]2[CH2:35][CH2:34]2)=[O:32])=[CH:5][CH:4]=1)#[N:2]. Procedure details: A mixture of [6-(4-cyanophenyl)-5-(cyclopropylcarbonyl)-4-methyl-2-oxo-3-[3-(trifluoromethyl)phenyl]-3,6-dihydropyrimidin-1(2H)-yl]acetic acid (Example 31) (100 mg, 0.21 mmol), 1,3-dicyclohexylcarbodiimide (41.5 mg, 0.23 mmol), 4-cyanobenzene-1-sulfonamide (41.5 mg, 0.23 mmol) and 4-dimethylaminopyridine (28 mg, 0.23 mmol) in dichloromethane (4 ml) is stirred for 48 hours. The product is extracted with dichloromethane, washed with 2 N hydrochloric acid and brine, dried over anhydrous magnesium s...